describe an organic reaction: reactants, conditions, products, and yield From a dataset of the Open Reaction Database (ORD), a public repository of structured organic reaction records. Reactants: C1CCC2=NCCCN2CC1, CC#N, O=C(O)c1cn(C2CC2)c2c(F)c(F)c(F)cc2c1=O, Cl, c1nnn(C2CCNC2)n1. Yields the product O=C(O)c1cn(C2CC2)c2c(F)c(N3CCC(n4ncnn4)C3)c(F)cc2c1=O. Reaction SMILES: [CH2:32]1[CH2:33][CH2:34][C:35]2=[N:40][CH2:39][CH2:38][CH2:37][N:36]2[CH2:41][CH2:42]1.[CH3:43][C:44]#[N:45].[CH:1]1([n:4]2[cH:5][c:6]([C:18](=[O:19])[OH:20])[c:7](=[O:17])[c:8]3[cH:9][c:10]([F:16])[c:11]([F:15])[c:12]([F:14])[c:13]23)[CH2:2][CH2:3]1.[ClH:21].[n:22]1[n:23]([CH:27]2[CH2:28][NH:29][CH2:30][CH2:31]2)[n:24][n:25][cH:26]1>>[CH:1]1([n:4]2[cH:5][c:6]([C:18](=[O:19])[OH:20])[c:7](=[O:17])[c:8]3[cH:9][c:10]([F:16])[c:11]([N:29]4[CH2:28][CH:27]([n:23]5[n:22][cH:26][n:25][n:24]5)[CH2:31][CH2:30]4)[c:12]([F:14])[c:13]23)[CH2:2][CH2:3]1. Reactants: C(C)(=O)NC1=C(C(=C(C=C1)C(C)=O)O)CCC (1-(4-Acetylamino-2-hydroxy-3-propylphenyl)ethanone), C(C)(=O)OC(C)=O (acetic anhydride), [N+](=O)(O)[O-] (nitric acid). The solvent is C(C)(=O)O (acetic acid), C(C)(=O)O (acetic acid). Yields the product C(C)(=O)NC1=C(C(=C(C=C1[N+](=O)[O-])C(C)=O)O)CCC (1-(4-Acetylamino-2-hydroxy-5-nitro-3-propylphenyl)ethanone). As a reaction SMILES: [C:1]([NH:4][C:5]1[CH:10]=[CH:9][C:8]([C:11](=[O:13])[CH3:12])=[C:7]([OH:14])[C:6]=1[CH2:15][CH2:16][CH3:17])(=[O:3])[CH3:2].C(OC(=O)C)(=O)C.[N+:25]([O-])([OH:27])=[O:26]>C(O)(=O)C>[C:1]([NH:4][C:5]1[C:10]([N+:25]([O-:27])=[O:26])=[CH:9][C:8]([C:11](=[O:13])[CH3:12])=[C:7]([OH:14])[C:6]=1[CH2:15][CH2:16][CH3:17])(=[O:3])[CH3:2]. Procedure details: 1-(4-Acetylamino-2-hydroxy-3-propylphenyl)ethanone (58.75 g) was suspended in glacial acetic acid (750 ml), and this suspension was treated with a mixture of glacial acetic acid (250 ml), acetic anhydride (48 ml) and conc. nitric acid (10.2 ml) with vigorous stirring. After 18 hours the insoluble material was collected and dried in vacuo to afford the title compound 29.1 g. The structure was confirmed by NMR and mass spectrometry.